From a dataset of the Open Reaction Database (ORD), a public repository of structured organic reaction records. describe an organic reaction: reactants, conditions, products, and yield Conditions: time 1 hour. The product is C(#N)C=1C=C(C=CC1)C1OC2=C(NC1=O)C=CC=C2 (2-(3-Cyanophenyl)-3,4-dihydro-2H-1,4-benzoxazin-3-one). RXN SMILES: O1[C:6]2[CH:7]=[CH:8][CH:9]=[CH:10][C:5]=2[CH2:4][C:3](=[O:11])[NH:2]1.[C:12](=[O:15])([O-])[O-].[K+].[K+].C[N:19]([CH:21]=O)C>O>[C:21]([C:7]1[CH:6]=[C:5]([CH:4]2[C:3](=[O:11])[NH:2][C:3]3[CH:4]=[CH:5][CH:6]=[CH:7][C:12]=3[O:15]2)[CH:10]=[CH:9][CH:8]=1)#[N:19] |f:1.2.3|. Procedure details: To the benzoxazinone (I6) (1.38 g, 4.17 mmol) in DMF (5 mL) was added potassium carbonate (1.40 g, 10.1 mmol), and the solution was stirred at room temperature for 1 hour. The solution was diluted with water and extracted with ethyl acetate (3×150 mL). The combined organic extracts were washed with brine (2×100 mL), dried with magnesium sulfate filtered, and evaporated in vacuo. The residue was purified on a silica gel column eluted with 25% ethyl acetate in dichloromethane. The product (I1) was... Reactants: O1NC(CC2=C1C=CC=C2)=O (benzoxazinone), C([O-])([O-])=O.[K+].[K+] (potassium carbonate), CN(C)C=O (DMF). The solvent is O (water). Starting materials: C(C)(C)(C)OC(=O)N(CCOC=1C=C(C(=O)N(CCCC(=O)O)C2=C(C=CC=C2)F)C=C(C1)Cl)C1=CC=NC=C1 (4-({3-[2-(tert-butoxycarbonyl-pyridin-4-yl-amino)-ethoxy]-5-chloro-benzoyl}-(2-fluoro-phenyl)-amino)-butyric acid), CN(C)C(=[N+](C)C)ON1C2=C(C=CC=C2)N=N1.[B-](F)(F)(F)F (TBTU), C=1C=CC2=C(C1)N=NN2O (HOBt), CCN(C(C)C)C(C)C (DIPEA), solution, N (ammonia). Run in CN(C)C=O (DMF), O1CCOCC1 (1,4-dioxane). Conditions: time 70 hour. Yields the product C(C)(C)(C)OC(N(C1=CC=NC=C1)CCOC1=CC(=CC(=C1)Cl)C(N(C1=C(C=CC=C1)F)CCCC(N)=O)=O)=O ((2-{3-[(3-Carbamoyl-propyl)-(2-fluoro-phenyl)-carbamoyl]-5-chloro-phenoxy}-ethyl)-pyridin-4-yl-carbamic acid tert-butyl ester). The yield is 100.2%. Reaction SMILES: [C:1]([O:5][C:6]([N:8]([C:35]1[CH:40]=[CH:39][N:38]=[CH:37][CH:36]=1)[CH2:9][CH2:10][O:11][C:12]1[CH:13]=[C:14]([CH:31]=[C:32]([Cl:34])[CH:33]=1)[C:15]([N:17]([C:24]1[CH:29]=[CH:28][CH:27]=[CH:26][C:25]=1[F:30])[CH2:18][CH2:19][CH2:20][C:21]([OH:23])=O)=[O:16])=[O:7])([CH3:4])([CH3:3])[CH3:2].C[N:42](C(ON1N=NC2C=CC=CC1=2)=[N+](C)C)C.[B-](F)(F)(F)F.C1C=CC2N(O)N=NC=2C=1.CCN(C(C)C)C(C)C.N>CN(C=O)C.O1CCOCC1>[C:1]([O:5][C:6](=[O:7])[N:8]([CH2:9][CH2:10][O:11][C:12]1[CH:33]=[C:32]([Cl:34])[CH:31]=[C:14]([C:15](=[O:16])[N:17]([CH2:18][CH2:19][CH2:20][C:21](=[O:23])[NH2:42])[C:24]2[CH:29]=[CH:28][CH:27]=[CH:26][C:25]=2[F:30])[CH:13]=1)[C:35]1[CH:36]=[CH:37][N:38]=[CH:39][CH:40]=1)([CH3:2])([CH3:3])[CH3:4] |f:1.2|. Procedure: To a stirred solution of 4-({3-[2-(tert-butoxycarbonyl-pyridin-4-yl-amino)-ethoxy]-5-chloro-benzoyl}-(2-fluoro-phenyl)-amino)-butyric acid (0.100 g), TBTU (0.112 g) and HOBt (0.047 g) in DMF (2 ml) was added DIPEA (0.060 ml) followed by a 0.5M solution of ammonia in 1,4-dioxane (0.70 ml) after 10 min. The reaction mixture was stirred at room temperature for 70 h and then concentrated under reduced pressure. The residue was subjected to preparative hplc and the title compound (0.100 g) was obtain... The reactants are NC=1C(=C(C(=C(C(=O)O)C1I)I)C(=O)O)I (5-amino-2,4,6-triiodoisophthalic acid), [Cl-].ClC1[NH+](CCN1C)C (2-chloro-1,3-dimethylimidazolinium chloride). Conditions: time 6 hour. Yields the product NC=1C(=C(C(=C(C(=O)Cl)C1I)I)C(=O)Cl)I (5-Amino-2,4,6-triiodoisophthaloyl dichloride). Isolated yield 93.0%. As a reaction SMILES: [NH2:1][C:2]1[C:3]([I:16])=[C:4]([C:13](O)=[O:14])[C:5]([I:12])=[C:6]([C:10]=1[I:11])[C:7](O)=[O:8].[Cl-:17].[Cl:18]C1N(C)CC[NH+]1C>>[NH2:1][C:2]1[C:3]([I:16])=[C:4]([C:13]([Cl:18])=[O:14])[C:5]([I:12])=[C:6]([C:10]=1[I:11])[C:7]([Cl:17])=[O:8] |f:1.2|. Procedure details: The same procedures as described in Example 7 were carried out except that the reaction of 5-amino-2,4,6-triiodoisophthalic acid and 2-chloro-1,3-dimethylimidazolinium chloride was carried out at 90°-95° C. for 6 hours. 5-Amino-2,4,6-triiodoisophthaloyl dichloride thus obtained was 5.53 g (93% yield). Isolated yield 99.0%. The reactants are [H][H] (hydrogen), OCCC=CC1=CC=C(C=C1)C1=NC=C(C=N1)OCCCCCCCCCC (2-(4-(4-hydroxy-1-butenyl) phenyl)-5-decyloxypyrimidine), [H][H] (hydrogen). Reagents/catalysts: [Pd] (Pd/C). Reported procedure: 0.38 g (1 mmol) of the thus obtained 2-(4-(4-hydroxy-1-butenyl) phenyl)-5-decyloxypyrimidine was dissolved in 20 ml of tetrahydrofuran, added with 0.05 g of 10% Pd/C and subjected to a hydrogenation reaction in a hydrogen atmosphere under normal pressure. The reaction was stopped when about 25 ml of hydrogen was consumed. Then 10% Pd/C was filtered out and the filtrate was concentrated to obtain 0.38 g of 2-(4-(4-hydroxybutyl)-phenyl)-5-decyloxypyrimidine (yield: 99%). Yields the product OCCCCC1=CC=C(C=C1)C1=NC=C(C=N1)OCCCCCCCCCC (2-(4-(4-hydroxybutyl)-phenyl)-5-decyloxypyrimidine). Solvent: O1CCCC1 (tetrahydrofuran). As a reaction SMILES: [OH:1][CH2:2][CH2:3][CH:4]=[CH:5][C:6]1[CH:11]=[CH:10][C:9]([C:12]2[N:17]=[CH:16][C:15]([O:18][CH2:19][CH2:20][CH2:21][CH2:22][CH2:23][CH2:24][CH2:25][CH2:26][CH2:27][CH3:28])=[CH:14][N:13]=2)=[CH:8][CH:7]=1.[H][H]>O1CCCC1.[Pd]>[OH:1][CH2:2][CH2:3][CH2:4][CH2:5][C:6]1[CH:7]=[CH:8][C:9]([C:12]2[N:17]=[CH:16][C:15]([O:18][CH2:19][CH2:20][CH2:21][CH2:22][CH2:23][CH2:24][CH2:25][CH2:26][CH2:27][CH3:28])=[CH:14][N:13]=2)=[CH:10][CH:11]=1.